From a dataset of the Open Reaction Database (ORD), a public repository of structured organic reaction records. describe an organic reaction: reactants, conditions, products, and yield The reactants are CC1=NN(C(=C1)C)CCCCCCCCCCCCCCCC (3,5-dimethyl-1-hexadecyl-pyrazole), COS(=O)(=O)C1=CC=C(C=C1)C (toluene-4-sulfonic acid-methyl ester). The product is C1(=CC=C(C=C1)S(=O)(=O)[O-])C.C(CCCCCCCCCCCCCCC)[N+]=1N(C(=CC1C)C)C (1-hexadecyl-2,3,5-trimethylpyrazolium p-toluene sulfonate). RXN SMILES: [CH3:1][C:2]1[CH:6]=[C:5]([CH3:7])[N:4]([CH2:8][CH2:9][CH2:10][CH2:11][CH2:12][CH2:13][CH2:14][CH2:15][CH2:16][CH2:17][CH2:18][CH2:19][CH2:20][CH2:21][CH2:22][CH3:23])[N:3]=1.[CH3:24][O:25][S:26]([C:29]1[CH:34]=[CH:33][C:32]([CH3:35])=[CH:31][CH:30]=1)(=[O:28])=[O:27]>>[C:32]1([CH3:35])[CH:31]=[CH:30][C:29]([S:26]([O-:28])(=[O:25])=[O:27])=[CH:34][CH:33]=1.[CH2:8]([N+:4]1[N:3]([CH3:24])[C:2]([CH3:1])=[CH:6][C:5]=1[CH3:7])[CH2:9][CH2:10][CH2:11][CH2:12][CH2:13][CH2:14][CH2:15][CH2:16][CH2:17][CH2:18][CH2:19][CH2:20][CH2:21][CH2:22][CH3:23] |f:2.3|. Reported procedure: Reaction of 3,5-dimethyl-1-hexadecyl-pyrazole with toluene-4-sulfonic acid-methyl ester yields 1-hexadecyl-2,3,5-trimethylpyrazolium p-toluene sulfonate; m.p. 113°-114° C. The reactants are CC(CNc1ccc(OC(F)(F)F)cc1)NC(=O)OCc1ccccc1, CCO. The product is CC(N)CNc1ccc(OC(F)(F)F)cc1. RXN SMILES: [CH2:1]([O:2][C:3](=[O:4])[NH:10][CH:11]([CH2:12][NH:13][c:14]1[cH:15][cH:16][c:17]([O:20][C:21]([F:22])([F:23])[F:24])[cH:18][cH:19]1)[CH3:25])[c:5]1[cH:6][cH:7][cH:8][cH:9][cH:26]1.[CH3:27][CH2:28][OH:29]>>[NH2:10][CH:11]([CH2:12][NH:13][c:14]1[cH:15][cH:16][c:17]([O:20][C:21]([F:22])([F:23])[F:24])[cH:18][cH:19]1)[CH3:25]. Starting materials: C[C@@H](CCO)CCC[C@@H](CCCC(C)C)C ((3R,7R)-3,7,11-trimethyl-1-dodecanol), BrN1C(CCC1=O)=O (N-bromosuccinimide), C1(=CC=CC=C1)P(C1=CC=CC=C1)C1=CC=CC=C1 (triphenylphosphine). The solvent is C(Cl)Cl (methylene chloride). Product: BrCC[C@@H](CCC[C@@H](CCCC(C)C)C)C ((3R,7R)-bromo-3,7,11-trimethyldodecane). The yield is 89.4%. As a reaction SMILES: [CH3:1][C@H:2]([CH2:6][CH2:7][CH2:8][C@H:9]([CH3:16])[CH2:10][CH2:11][CH2:12][CH:13]([CH3:15])[CH3:14])[CH2:3][CH2:4]O.[Br:17]N1C(=O)CCC1=O.C1(P(C2C=CC=CC=2)C2C=CC=CC=2)C=CC=CC=1>C(Cl)Cl>[Br:17][CH2:4][CH2:3][C@H:2]([CH3:1])[CH2:6][CH2:7][CH2:8][C@H:9]([CH3:16])[CH2:10][CH2:11][CH2:12][CH:13]([CH3:15])[CH3:14]. Procedure details: 3.1 g (13.6 mmol) of (3R,7R)-3,7,11-trimethyl-1-dodecanol are treated with 4.02 g (15.3 mmol) of N-bromosuccinimide and 2.62 g (14.7 mmol) of triphenylphosphine in 13 ml of methylene chloride according to the method described above in Example 10. After chromatography and distillation, there are obtained 3.54 g (90%) of (3R,7R)-bromo-3,7,11-trimethyldodecane. B.p. 90°/0.05 Torr; [α]D20 = -3.6 (c = 1.005, n-octane). Reactants: CS(=O)(=O)Cl (methanesulfonyl chloride), OC[C@@](C([C@H](CC(C)C)NC([C@H](CC1=CC=CC=C1)NC([C@H](CC(C)C)NC([C@H](CCC1=CC=CC=C1)NC(CN1CCOCC1)=O)=O)=O)=O)=O)(C)O ((S)—N—((S)-1-(((2R,4S)-1,2-dihydroxy-2,6-dimethyl-3-oxoheptan-4-yl)amino)-1-oxo-3-phenylpropan-2-yl)-4-methyl-2-((S)-2-(2-morpholino acetamido)-4-phenylbutanamido)pentanamide). Product: CS(=O)(=O)OC[C@@](C([C@@H](NC([C@@H](NC([C@@H](NC([C@@H](NC(CN1CCOCC1)=O)CCC1=CC=CC=C1)=O)CC(C)C)=O)CC1=CC=CC=C1)=O)CC(C)C)=O)(C)O ((4S,7S,10S,13S,15R)-10-benzyl-15-hydroxy-7,13-diisobutyl-15-methyl-1-morpholino-2,5,8,11,14-pentaoxo-4-phenethyl-3,6,9,12-tetraazahexadecan-16-yl methanesulfonate). RXN SMILES: [CH3:1][S:2](Cl)(=[O:4])=[O:3].[OH:6][CH2:7][C@:8]([OH:58])([CH3:57])[C:9](=[O:56])[C@@H:10]([NH:15][C:16](=[O:55])[C@@H:17]([NH:25][C:26](=[O:54])[C@@H:27]([NH:32][C:33](=[O:53])[C@@H:34]([NH:43][C:44](=[O:52])[CH2:45][N:46]1[CH2:51][CH2:50][O:49][CH2:48][CH2:47]1)[CH2:35][CH2:36][C:37]1[CH:42]=[CH:41][CH:40]=[CH:39][CH:38]=1)[CH2:28][CH:29]([CH3:31])[CH3:30])[CH2:18][C:19]1[CH:24]=[CH:23][CH:22]=[CH:21][CH:20]=1)[CH2:11][CH:12]([CH3:14])[CH3:13]>>[CH3:1][S:2]([O:6][CH2:7][C@:8]([OH:58])([CH3:57])[C:9](=[O:56])[C@H:10]([CH2:11][CH:12]([CH3:13])[CH3:14])[NH:15][C:16](=[O:55])[C@H:17]([CH2:18][C:19]1[CH:24]=[CH:23][CH:22]=[CH:21][CH:20]=1)[NH:25][C:26](=[O:54])[C@H:27]([CH2:28][CH:29]([CH3:31])[CH3:30])[NH:32][C:33](=[O:53])[C@H:34]([CH2:35][CH2:36][C:37]1[CH:38]=[CH:39][CH:40]=[CH:41][CH:42]=1)[NH:43][C:44](=[O:52])[CH2:45][N:46]1[CH2:51][CH2:50][O:49][CH2:48][CH2:47]1)(=[O:4])=[O:3]. Procedure details: Prepared according to procedures described above, by reacting methanesulfonyl chloride with (S)—N—((S)-1-(((2R,4S)-1,2-dihydroxy-2,6-dimethyl-3-oxoheptan-4-yl)amino)-1-oxo-3-phenylpropan-2-yl)-4-methyl-2-((S)-2-(2-morpholino acetamido)-4-phenylbutanamido)pentanamide. MS for C41H61N5O10S m/z: 816 (M+H)+. The reactants are ClC=1C=C(C=CC1C#N)N1N=C2C=3C=CC(=NC3CCC2C1C1CCCC1)C(=O)OC (methyl 2-(3-chloro-4-cyanophenyl)-3-cyclopentyl-3,3a,4,5-tetrahydro-2H-pyrazolo[3,4-f]quinoline-7-carboxylate), [OH-].[Na+] (NaOH), CO (methanol). Run in O1CCCC1 (tetrahydrofuran). Reaction conditions: time 15 hour. Yields the product ClC=1C=C(C=CC1C#N)N1N=C2C=3C=CC(=NC3CCC2C1C1CCCC1)C(=O)O (2-(3-chloro-4-cyanophenyl)-3-cyclopentyl-3,3a,4,5-tetrahydro-2H-pyrazolo[3,4-f]quinoline-7-carboxylic acid). The yield is 58.9%. RXN SMILES: [Cl:1][C:2]1[CH:3]=[C:4]([N:10]2[CH:22]([CH:23]3[CH2:27][CH2:26][CH2:25][CH2:24]3)[CH:21]3[C:12]([C:13]4[CH:14]=[CH:15][C:16]([C:28]([O:30]C)=[O:29])=[N:17][C:18]=4[CH2:19][CH2:20]3)=[N:11]2)[CH:5]=[CH:6][C:7]=1[C:8]#[N:9].[OH-].[Na+].CO>O1CCCC1>[Cl:1][C:2]1[CH:3]=[C:4]([N:10]2[CH:22]([CH:23]3[CH2:27][CH2:26][CH2:25][CH2:24]3)[CH:21]3[C:12]([C:13]4[CH:14]=[CH:15][C:16]([C:28]([OH:30])=[O:29])=[N:17][C:18]=4[CH2:19][CH2:20]3)=[N:11]2)[CH:5]=[CH:6][C:7]=1[C:8]#[N:9] |f:1.2|. Procedure: In a dried reaction flask, methyl 2-(3-chloro-4-cyanophenyl)-3-cyclopentyl-3,3a,4,5-tetrahydro-2H-pyrazolo[3,4-f]quinoline-7-carboxylate (0.868 g, 2.0 mmol) and 10% aqueous NaOH solution (2.4 mL, 6.0 mmol) were dissolved into a mixture of methanol (4 mL) and tetrahydrofuran (10 mL). The reaction solution was stirred at room temperature for 15 hr. The solution was concentrated at a reduced pressure to reduce half of the volume. The residue was adjusted with 1 M HCl under an ice bath to a pH value... Reactants: P(=O)(OC(C)(C)C)(OC(C)(C)C)OCN1C(=CC=2C1=NC=C1C2N(N=C1)C)C1=CN(C2=CC=C(C=C12)OC)C (Di-tert-butyl (7-(5-methoxy-1-methyl-1H-indol-3-yl)-1-methylpyrazolo[3,4-d]pyrrolo[2,3-b]pyridin-6(1H)-yl)methyl phosphate), C(=O)(C(F)(F)F)O (TFA). Solvent: C(Cl)Cl (DCM). Conditions: time 10 minute. Product: P(=O)(OCN1C(=CC=2C1=NC=C1C2N(N=C1)C)C1=CN(C2=CC=C(C=C12)OC)C)(O)O ((7-(5-methoxy-1-methyl-1H-indol-3-yl)-1-methylpyrazolo[3,4-d]pyrrolo[2,3-b]pyridin-6(1H)-yl)methyl dihydrogen phosphate). Yield: 42.6%. Reaction SMILES: [P:1]([O:13][CH2:14][N:15]1[C:19]2=[N:20][CH:21]=[C:22]3[CH:26]=[N:25][N:24]([CH3:27])[C:23]3=[C:18]2[CH:17]=[C:16]1[C:28]1[C:36]2[C:31](=[CH:32][CH:33]=[C:34]([O:37][CH3:38])[CH:35]=2)[N:30]([CH3:39])[CH:29]=1)([O:8]C(C)(C)C)([O:3]C(C)(C)C)=[O:2].C(O)(C(F)(F)F)=O>C(Cl)Cl>[P:1]([OH:3])([OH:8])([O:13][CH2:14][N:15]1[C:19]2=[N:20][CH:21]=[C:22]3[CH:26]=[N:25][N:24]([CH3:27])[C:23]3=[C:18]2[CH:17]=[C:16]1[C:28]1[C:36]2[C:31](=[CH:32][CH:33]=[C:34]([O:37][CH3:38])[CH:35]=2)[N:30]([CH3:39])[CH:29]=1)=[O:2]. Reported procedure: Di-tert-butyl (7-(5-methoxy-1-methyl-1H-indol-3-yl)-1-methylpyrazolo[3,4-d]pyrrolo[2,3-b]pyridin-6(1H)-yl)methyl phosphate (0.486 g, 0.878 mmol) was dissolved in DCM (10 mL) then TFA (1.00 mL, 13.0 mmol) was added. The mixture was stirred 10 min then concentrated under reduced pressure. The material was dissolved in DMF (12 mL) and the material was purified by preparative reverse phase HPLC (Table 2, Method i). The fractions containing the title compound were collected then concentrated under re... RXN SMILES: [NH2:1][C:2]1[N:11]=[C:10]([O:12][CH2:13][CH3:14])[C:9]2[C:4](=[N:5][CH:6]=[CH:7][N:8]=2)[N:3]=1.[OH:15]O>FC(F)(F)C(O)=O>[NH2:1][C:2]1[N:11]=[C:10]([O:12][CH2:13][CH3:14])[C:9]2[C:4](=[N:5][CH:6]=[CH:7][N:8]=2)[N+:3]=1[O-:15]. Reported procedure: To a cooled (0° C.) solution of the compound of example 60 (2.47 g, 12.9 mmoles) in trifluoroacetic acid (53 ml) was added dropwise 2.53 ml of a 35% aqueous H2O2 solution. The reaction mixture was kept at 4° C. for two days in the refrigerator, whereby another 1.25 ml of the same H2O2 solution was added after 1 day. The solution was concentrated in vacuo. The residue was suspended in water and neutralized by the addition of a concentrated ammonia solution. Evaporation of the solvent in vacuo and... Solvent: FC(C(=O)O)(F)F (trifluoroacetic acid). The product is NC1=[N+](C2=NC=CN=C2C(=N1)OCC)[O-] (2-amino-4-ethoxypteridine-N-oxide). Isolated yield 32.0%. Conditions: time 2 day. Reactants: OO (H2O2), NC1=NC2=NC=CN=C2C(=N1)OCC (2-amino-4-ethoxy-pteridin), OO (H2O2).